This data is from the Open Reaction Database (ORD), a public repository of structured organic reaction records. The task is: describe an organic reaction: reactants, conditions, products, and yield The reactants are CN1C(=NC=C1[N+](=O)[O-])CO (1-methyl-2-hydroxymethyl-5-nitro-imidazole), [N+](=O)([O-])C1=CC=C(C=C1)F (4-nitrofluorobenzene). The product is CN1C(=NC=C1[N+](=O)[O-])COC1=CC=C(C=C1)[N+](=O)[O-] (1-Methyl-2-(4-nitrophenoxymethyl)-5-nitro-imidazole). Reaction SMILES: [CH3:1][N:2]1[C:6]([N+:7]([O-:9])=[O:8])=[CH:5][N:4]=[C:3]1[CH2:10][OH:11].[N+:12]([C:15]1[CH:20]=[CH:19][C:18](F)=[CH:17][CH:16]=1)([O-:14])=[O:13]>>[CH3:1][N:2]1[C:6]([N+:7]([O-:9])=[O:8])=[CH:5][N:4]=[C:3]1[CH2:10][O:11][C:18]1[CH:19]=[CH:20][C:15]([N+:12]([O-:14])=[O:13])=[CH:16][CH:17]=1. Procedure details: m.p. 150° C, from 15.7 g (0.1 mole) of 1-methyl-2-hydroxymethyl-5-nitro-imidazole (MHNI) and 14.1 g (0.1 mole) of 4-nitrofluorobenzene.